From a dataset of the Open Reaction Database (ORD), a public repository of structured organic reaction records. describe an organic reaction: reactants, conditions, products, and yield The product is N=1SN=C2C1C=CC=C2NC(=O)[C@H]2N(CC(C2)=CC#N)C(C(C2=CC=CC=C2)C2=CC=CC=C2)=O ((2S,4EZ)-N-(2,1,3-benzothiadiazol-4-yl)-4-(cyanomethylene)-1-(diphenylacetyl)-2-pyrrolidinecarboxamide). Procedure: Following the general method as outlined in Example 22, startling from (2S,4EZ)-1-(tert-butoxycarbonyl)-4-(cyanomethylene)-2-pyrrolidinecarboxylic acid, diphenylacetyl chloride, and 2,1,3-benzothiadiazol-4-amine the title compound was obtained in 42% purity by LC/MS. MS(ESI+): m/z=480.4. RXN SMILES: C(O[C:6]([N:8]1[CH2:12][C:11](=[CH:13][C:14]#[N:15])[CH2:10][C@H:9]1[C:16]([OH:18])=O)=[O:7])(C)(C)C.[C:19]1([CH:25]([C:29]2[CH:34]=[CH:33][CH:32]=[CH:31][CH:30]=2)C(Cl)=O)[CH:24]=[CH:23][CH:22]=[CH:21][CH:20]=1.[N:35]1[S:36][N:37]=[C:38]2[C:43]([NH2:44])=[CH:42][CH:41]=[CH:40][C:39]=12>>[N:35]1[S:36][N:37]=[C:38]2[C:43]([NH:44][C:16]([C@@H:9]3[CH2:10][C:11](=[CH:13][C:14]#[N:15])[CH2:12][N:8]3[C:6](=[O:7])[CH:25]([C:19]3[CH:20]=[CH:21][CH:22]=[CH:23][CH:24]=3)[C:29]3[CH:30]=[CH:31][CH:32]=[CH:33][CH:34]=3)=[O:18])=[CH:42][CH:41]=[CH:40][C:39]=12. Reactants: C(C)(C)(C)OC(=O)N1[C@@H](CC(C1)=CC#N)C(=O)O ((2S,4EZ)-1-(tert-butoxycarbonyl)-4-(cyanomethylene)-2-pyrrolidinecarboxylic acid), C1(=CC=CC=C1)C(C(=O)Cl)C1=CC=CC=C1 (diphenylacetyl chloride), N=1SN=C2C1C=CC=C2N (2,1,3-benzothiadiazol-4-amine). The reactants are CCCCOCCOc1ccc(-c2ccc3c(c2)C=C(C(=O)Nc2ccc(SCc4cnc5n4CCCC5)cc2)CCN3CC(C)C)cc1, ClCCl, [Na+], [Na+], O=C(OO)c1cccc(Cl)c1, O=S([O-])([O-])=S. Product: CCCCOCCOc1ccc(-c2ccc3c(c2)C=C(C(=O)Nc2ccc(S(=O)Cc4cnc5n4CCCC5)cc2)CCN3CC(C)C)cc1. As a reaction SMILES: [CH2:1]([CH2:2][CH2:3][CH3:4])[O:5][CH2:6][CH2:7][O:8][c:9]1[cH:10][cH:11][c:12](-[c:15]2[cH:16][cH:17][c:18]3[c:19]([cH:49]2)[CH:20]=[C:21]([C:29](=[O:30])[NH:31][c:32]2[cH:33][cH:34][c:35]([S:38][CH2:39][c:40]4[cH:41][n:42][c:43]5[n:44]4[CH2:45][CH2:46][CH2:47][CH2:48]5)[cH:36][cH:37]2)[CH2:22][CH2:23][N:24]3[CH2:25][CH:26]([CH3:27])[CH3:28])[cH:13][cH:14]1.[Cl:68][CH2:69][Cl:70].[Na+:66].[Na+:67].[OH:50][O:51][C:52]([c:53]1[cH:54][c:55]([Cl:56])[cH:57][cH:58][cH:59]1)=[O:60].[S:61]([O-:62])([O-:63])(=[O:64])=[S:65]>>[CH2:1]([CH2:2][CH2:3][CH3:4])[O:5][CH2:6][CH2:7][O:8][c:9]1[cH:10][cH:11][c:12](-[c:15]2[cH:16][cH:17][c:18]3[c:19]([cH:49]2)[CH:20]=[C:21]([C:29](=[O:30])[NH:31][c:32]2[cH:33][cH:34][c:35]([S:38]([CH2:39][c:40]4[cH:41][n:42][c:43]5[n:44]4[CH2:45][CH2:46][CH2:47][CH2:48]5)=[O:50])[cH:36][cH:37]2)[CH2:22][CH2:23][N:24]3[CH2:25][CH:26]([CH3:27])[CH3:28])[cH:13][cH:14]1. Reactants: NC1=NC(=C(C(=C1C#N)C1OCCCC1)C#N)S (2-Amino-6-mercapto-4-(tetrahydro-2H-pyran-2-yl)pyridine-3,5-dicarbonitrile), ClCC=1N=C(SC1)N (4-(chloromethyl)-1,3-thiazol-2-amine), C([O-])(O)=O.[Na+] (sodium bicarbonate), NC1=NC(=C(C(=C1C#N)C1OCCCC1)C#N)SCC=1N=C(SC1)C1=CC=C(C=C1)Cl (rac-2-Amino-6-({[2-(4-chlorophenyl)-1,3-thiazol-4-yl]methyl}thio)-4-(tetrahydro-2H-pyran-2-yl)-pyridine-3,5-dicarbonitrile). Solvent: CN(C)C=O (DMF). Product: NC1=NC(=C(C(=C1C#N)C1OCCCC1)C#N)SCC=1N=C(SC1)N (rac-2-Amino-6-{[(2-amino-1,3-thiazol-4-yl)methyl]sulfanyl}-4-(tetrahydro-2H-pyran-2-yl)-pyridine-3,5-dicarbonitrile). RXN SMILES: [NH2:1][C:2]1[C:7]([C:8]#[N:9])=[C:6]([CH:10]2[CH2:15][CH2:14][CH2:13][CH2:12][O:11]2)[C:5]([C:16]#[N:17])=[C:4]([SH:18])[N:3]=1.Cl[CH2:20][C:21]1[N:22]=[C:23]([NH2:26])[S:24][CH:25]=1.C(=O)(O)[O-].[Na+].NC1C(C#N)=C(C2CCCCO2)C(C#N)=C(SCC2N=C(C3C=CC(Cl)=CC=3)SC=2)N=1>CN(C=O)C>[NH2:1][C:2]1[C:7]([C:8]#[N:9])=[C:6]([CH:10]2[CH2:15][CH2:14][CH2:13][CH2:12][O:11]2)[C:5]([C:16]#[N:17])=[C:4]([S:18][CH2:20][C:21]2[N:22]=[C:23]([NH2:26])[S:24][CH:25]=2)[N:3]=1 |f:2.3|. Procedure details: 50 mg (0.14 mmol) of the compound from Example 31A, 39 mg (0.21 mmol) of 4-(chloromethyl)-1,3-thiazol-2-amine and 48 mg (0.58 mmol) of sodium bicarbonate in 2.0 ml of dry DMF are reacted analogously to the preparation of the compound of Example 14. Reactants: O=C1CCC(=O)N1Br, COc1cccc(CNC(=O)OC(C)(C)C)c1, CC#N. Product: COc1ccc(Br)c(CNC(=O)OC(C)(C)C)c1. Reaction SMILES: [Br:18][N:19]1[C:20](=[O:21])[CH2:22][CH2:23][C:24]1=[O:25].[CH3:1][O:2][c:3]1[cH:4][c:5]([CH2:6][NH:7][C:8]([O:9][C:10]([CH3:11])([CH3:12])[CH3:13])=[O:14])[cH:15][cH:16][cH:17]1.[CH3:26][C:27]#[N:28]>>[CH3:1][O:2][c:3]1[cH:4][c:5]([CH2:6][NH:7][C:8]([O:9][C:10]([CH3:11])([CH3:12])[CH3:13])=[O:14])[c:15]([Br:18])[cH:16][cH:17]1. Starting materials: CCCP(=O)(O)O, Cn1ncc(C(=O)O)c1C(=O)Nc1ccn2nc(-c3cccnc3)nc2c1, C1OC2CNC1C2, CCN(C(C)C)C(C)C, Cl, C1CCOC1. Product: Cn1ncc(C(=O)N2CC3CC2CO3)c1C(=O)Nc1ccn2nc(-c3cccnc3)nc2c1. As a reaction SMILES: [CH2:36]([P:37]([OH:38])([OH:39])=[O:40])[CH2:41][CH3:42].[CH3:1][n:2]1[n:3][cH:4][c:5]([C:25](=[O:26])[OH:27])[c:6]1[C:7]([NH:8][c:9]1[cH:10][c:11]2[n:12]([cH:13][cH:14]1)[n:15][c:16](-[c:18]1[cH:19][n:20][cH:21][cH:22][cH:23]1)[n:17]2)=[O:24].[CH:29]12[O:30][CH2:31][CH:32]([NH:33][CH2:34]1)[CH2:35]2.[CH:43]([N:44]([CH2:45][CH3:46])[CH:47]([CH3:48])[CH3:49])([CH3:50])[CH3:51].[ClH:28].[O:52]1[CH2:53][CH2:54][CH2:55][CH2:56]1>>[CH3:1][n:2]1[n:3][cH:4][c:5]([C:25](=[O:27])[N:33]2[CH:32]3[CH2:31][O:30][CH:29]([CH2:34]2)[CH2:35]3)[c:6]1[C:7]([NH:8][c:9]1[cH:10][c:11]2[n:12]([cH:13][cH:14]1)[n:15][c:16](-[c:18]1[cH:19][n:20][cH:21][cH:22][cH:23]1)[n:17]2)=[O:24]. The reactants are [OH-].[Na+] (NaOH), Cl.CN(C)CCOC1(CC=CC=C1)I (p-N,N-dimethylaminoethoxy 4-iodobenzene hydrogen chloride), [Na+].[Cl-] (NaCl). The solvent is O (water). Product: CN(C)CCOC1(CC=CC=C1)I (p-N,N-dimethylaminoethoxy 4-iodobenzene). Yield: 66.0%. Reaction SMILES: Cl.[CH3:2][N:3]([CH2:5][CH2:6][O:7][C:8]1([I:14])[CH:13]=[CH:12][CH:11]=[CH:10][CH2:9]1)[CH3:4].[OH-].[Na+].[Na+].[Cl-]>O>[CH3:4][N:3]([CH2:5][CH2:6][O:7][C:8]1([I:14])[CH:9]=[CH:10][CH:11]=[CH:12][CH2:13]1)[CH3:2] |f:0.1,2.3,4.5|. Procedure details: p-N,N-dimethylaminoethoxy 4-iodobenzene hydrogen chloride (11 g, 33.6 mmol) was dissolved in 300 ml of water. The solution was neutralized with NaOH and saturated with NaCl. The mixture was then extracted with toluene (100 ml×4) and the combined extract was washed with brine and dried over MgSO4. The solution was filtered and evaporated to give 6.5 g of p-N,N-dimethylaminoethoxy 4-iodobenzene.(yield 66.5%). 1H NMR (CDCl3): δppm 2.32 (6H,s), 2.71 (2H, t, J=7.2 Hz), 4.01 (2H,t,J=7.2 Hz), 6.69 (2H,... Starting materials: CCN(CC)C(=O)c1ccc(C(O)c2ccccc2)cc1, ClCCl, O=S(Cl)Cl. Product: CCN(CC)C(=O)c1ccc(C(Cl)c2ccccc2)cc1. Reaction SMILES: [CH2:1]([CH3:2])[N:3]([C:4](=[O:5])[c:6]1[cH:7][cH:8][c:9]([CH:10]([c:11]2[cH:12][cH:13][cH:14][cH:15][cH:16]2)[OH:17])[cH:18][cH:19]1)[CH2:20][CH3:21].[Cl:26][CH2:27][Cl:28].[S:22]([Cl:23])([Cl:24])=[O:25]>>[CH2:1]([CH3:2])[N:3]([C:4](=[O:5])[c:6]1[cH:7][cH:8][c:9]([CH:10]([c:11]2[cH:12][cH:13][cH:14][cH:15][cH:16]2)[Cl:24])[cH:18][cH:19]1)[CH2:20][CH3:21]. The reactants are Cc1ccc(-c2ccc3c(c2)CCN(CC(=O)OC(C)(C)C)C3)nn1, CCOC(C)=O, Cl, C1COCCO1. Yields the product Cc1ccc(-c2ccc3c(c2)CCN(CC(=O)O)C3)nn1. RXN SMILES: [C:1]([CH3:2])([CH3:3])([CH3:4])[O:5][C:6]([CH2:7][N:8]1[CH2:9][c:10]2[cH:11][cH:12][c:13](-[c:18]3[n:19][n:20][c:21]([CH3:24])[cH:22][cH:23]3)[cH:14][c:15]2[CH2:16][CH2:17]1)=[O:25].[CH3:33][CH2:34][O:35][C:36]([CH3:37])=[O:38].[ClH:26].[O:27]1[CH2:28][CH2:29][O:30][CH2:31][CH2:32]1>>[O:5]=[C:6]([CH2:7][N:8]1[CH2:9][c:10]2[cH:11][cH:12][c:13](-[c:18]3[n:19][n:20][c:21]([CH3:24])[cH:22][cH:23]3)[cH:14][c:15]2[CH2:16][CH2:17]1)[OH:25].